From a dataset of the Open Reaction Database (ORD), a public repository of structured organic reaction records. describe an organic reaction: reactants, conditions, products, and yield Starting materials: CC(=O)N1C(=O)C(C)(C)c2cc(F)ccc21, CC(C)O, Cl, O. Yields the product CC1(C)C(=O)Nc2ccc(F)cc21. As a reaction SMILES: [C:1](=[O:2])([CH3:3])[N:4]1[C:5](=[O:16])[C:6]([CH3:14])([CH3:15])[c:7]2[cH:8][c:9]([F:13])[cH:10][cH:11][c:12]21.[CH:18]([OH:19])([CH3:20])[CH3:21].[ClH:17].[OH2:22]>>[NH:4]1[C:5](=[O:16])[C:6]([CH3:14])([CH3:15])[c:7]2[cH:8][c:9]([F:13])[cH:10][cH:11][c:12]21. Reaction SMILES: S(Cl)([Cl:3])=O.[CH:5]1([CH2:15]O)[C:14]2[C:9](=[CH:10][CH:11]=[CH:12][CH:13]=2)[CH2:8][CH2:7][O:6]1.N1C=CC=CC=1>C1C=CC=CC=1>[CH:5]1([CH2:15][Cl:3])[C:14]2[C:9](=[CH:10][CH:11]=[CH:12][CH:13]=2)[CH2:8][CH2:7][O:6]1. The reactants are S(=O)(Cl)Cl (thionyl chloride), C1(OCCC2=CC=CC=C12)CO ((isochroman-1-yl)methanol), N1=CC=CC=C1 (pyridine). Procedure: 8.4 g (70.6 mmol) of thionyl chloride was dropwise added to a solution of 10 g (61 mmol) of (isochroman-1-yl)methanol [J. Med. Chem., 28, 1026 (1985)] and 5 g (63 mmol) of anhydrous pyridine in dried benzene, and the resulting mixture was heated under reflux for 2 hours. Excessive amounts of thionyl chloride and benzene were evaporated, and the residue was dissolved in ether. The ethereal solution was washed with water and dried, and the solvent was then evaporated. The residue was distilled und... Solvent: C1=CC=CC=C1 (benzene). The product is C1(OCCC2=CC=CC=C12)CCl ((Isochroman-1-yl)methyl chloride). The yield is 97.8%.